describe an organic reaction: reactants, conditions, products, and yield From a dataset of the Open Reaction Database (ORD), a public repository of structured organic reaction records. Starting materials: NC1=NC=C(C(=C1C#N)C)I (2-amino-3-cyano-5-iodo-4-methylpyridine), CC1(OC2=C(C1=O)C(=CC=C2)[Sn](C)(C)C)C ((2,3-dihydro-2,2-dimethyl-3-benzofuranon-4-yl)trimethyltin). The reagents and catalysts are C=1C=CC(=CC1)[P](C=2C=CC=CC2)(C=3C=CC=CC3)[Pd]([P](C=4C=CC=CC4)(C=5C=CC=CC5)C=6C=CC=CC6)([P](C=7C=CC=CC7)(C=8C=CC=CC8)C=9C=CC=CC9)[P](C=1C=CC=CC1)(C=1C=CC=CC1)C=1C=CC=CC1 (tetrakis(triphenylphosphine)palladium(0)). Run in C(C)(=O)OCC (ethyl acetate), C1(=CC=CC=C1)C (toluene). Product: NC1=NC=C(C(=C1C#N)C)C1=CC=CC2=C1C(C(O2)(C)C)=O (2-amino-3-cyano-4-methyl-5-(2,3-dihydro-2,2-dimethyl-3-benzofuranon-4-yl)pyridine). Reaction SMILES: [NH2:1][C:2]1[C:7]([C:8]#[N:9])=[C:6]([CH3:10])[C:5](I)=[CH:4][N:3]=1.[CH3:12][C:13]1([CH3:27])[C:17](=[O:18])[C:16]2[C:19]([Sn](C)(C)C)=[CH:20][CH:21]=[CH:22][C:15]=2[O:14]1>C1(C)C=CC=CC=1.C(OCC)(=O)C.C1C=CC([P]([Pd]([P](C2C=CC=CC=2)(C2C=CC=CC=2)C2C=CC=CC=2)([P](C2C=CC=CC=2)(C2C=CC=CC=2)C2C=CC=CC=2)[P](C2C=CC=CC=2)(C2C=CC=CC=2)C2C=CC=CC=2)(C2C=CC=CC=2)C2C=CC=CC=2)=CC=1>[NH2:1][C:2]1[C:7]([C:8]#[N:9])=[C:6]([CH3:10])[C:5]([C:19]2[C:16]3[C:17](=[O:18])[C:13]([CH3:12])([CH3:27])[O:14][C:15]=3[CH:22]=[CH:21][CH:20]=2)=[CH:4][N:3]=1 |^1:44,46,65,84|. Procedure: Under a nitrogen atmosphere, a stirred solution of 1.8 grams (0.007 mole) of 2-amino-3-cyano-5-iodo-4-methylpyridine, 2.3 grams (0.007 mole) of (2,3-dihydro-2,2-dimethyl-3-benzofuranon-4-yl)trimethyltin (prepared in Step D of this Example), and 0.5 gram (catalyst) of tetrakis(triphenylphosphine)palladium(0) in 25 mL of toluene is heated at reflux for about 22 hours. After this time the reaction mixture is cooled to ambient temperature and diluted with 50 mL of ethyl acetate. The mixture is filte... Reactants: ClC1=CC=C(C=C1)S(=O)[O-].[Na+] (Sodium 4-chlorobenzenesulfinate), ClC1=CC(=CC2=C1OC1=C2CN(CC1)C(=O)OC(C)(C)C)Br (tert-butyl 6-chloro-8-bromo-3,4-dihydrobenzofuro[3,2-c]pyridine-2(1H)-carboxylate). Yields the product ClC1=CC(=CC2=C1OC1=C2CN(CC1)C(=O)OC(C)(C)C)S(=O)(=O)C1=CC=C(C=C1)Cl (tert-butyl 6-chloro-8-(4-chlorophenylsulfonyl)-3,4-dihydrobenzofuro[3,2-c]pyridine-2(1H)-carboxylate). Isolated yield 48.0%. Reaction SMILES: [Cl:1][C:2]1[CH:7]=[CH:6][C:5]([S:8]([O-:10])=[O:9])=[CH:4][CH:3]=1.[Na+].[Cl:12][C:13]1[C:18]2[O:19][C:20]3[CH2:25][CH2:24][N:23]([C:26]([O:28][C:29]([CH3:32])([CH3:31])[CH3:30])=[O:27])[CH2:22][C:21]=3[C:17]=2[CH:16]=[C:15](Br)[CH:14]=1>>[Cl:12][C:13]1[C:18]2[O:19][C:20]3[CH2:25][CH2:24][N:23]([C:26]([O:28][C:29]([CH3:32])([CH3:31])[CH3:30])=[O:27])[CH2:22][C:21]=3[C:17]=2[CH:16]=[C:15]([S:8]([C:5]2[CH:6]=[CH:7][C:2]([Cl:1])=[CH:3][CH:4]=2)(=[O:10])=[O:9])[CH:14]=1 |f:0.1|. Procedure details: Sodium 4-chlorobenzenesulfinate was coupled with the product of Example 44, step B following the procedure of Example 29, step C. The crude product was purified by flash column chromatography (SiO2, 3:2 hexanes/ethyl acetate) to give tert-butyl 6-chloro-8-(4-chlorophenylsulfonyl)-3,4-dihydrobenzofuro[3,2-c]pyridine-2(1H)-carboxylate (120 mg, 48%) as an off-white solid: 1H NMR (CDCl3, 300 MHz) δ 7.95 (s, 1H), 7.90-7.89 (m, 1H), 7.88-7.87 (m, 1H), 7.82-7.81 (m, 1H), 7.51-7.50 (m, 1H), 7.48-7.47 (m... The reactants are O=C1NC=NC2=C(C=CC=C12)C(=O)O (4-oxo-3,4-dihydroquinazoline-8-carboxylic acid), S(O)(O)(=O)=O (sulfuric acid), CO (MeOH), [OH-].[Na+] (NaOH). The product is O=C1NC=NC2=C(C=CC=C12)C(=O)OC (Methyl 4-oxo-3,4-dihydroquinazoline-8-carboxylate). Yield: 94.0%. As a reaction SMILES: [O:1]=[C:2]1[C:11]2[C:6](=[C:7]([C:12]([OH:14])=[O:13])[CH:8]=[CH:9][CH:10]=2)[N:5]=[CH:4][NH:3]1.S(=O)(=O)(O)O.[OH-].[Na+].[CH3:22]O>>[O:1]=[C:2]1[C:11]2[C:6](=[C:7]([C:12]([O:14][CH3:22])=[O:13])[CH:8]=[CH:9][CH:10]=2)[N:5]=[CH:4][NH:3]1 |f:2.3|. Procedure: 4-oxo-3,4-dihydroquinazoline-8-carboxylic acid (5.0 g, 26.3 mmol) was treated with a solution of sulfuric acid ((1.2 equivalents) in anhydrous MeOH (100 mL) under refluxing for 2 days. After cooling to rt, 2N NaOH solution was added to the reaction mixture to adjust pH˜8. After removal of MeOH, methyl ester was collected by filtration, and washing with water and ethyl acetate as pale yellow solid in 94% yield. 1HNMR (in DMSO): 3.84 (s, 3H), 7.42 (t, J=7.6 Hz, 1H), 7.85 (d, J=6.9 Hz, 1H), 8.16 (s... Starting materials: C(CCC)[Li] (n-butyllithium), CN(C=O)C (dimethylformamide), BrC1=NC(=CC=C1)Br (2,6-Dibromopyridine), Cl (hydrochloric acid). The solvent is CCCCCC (hexane), CCOCC (ether), CCOCC (ether). Conditions: temperature -78 celsius, time 5 minute. Product: BrC1=CC=CC(=N1)C=O (6-Bromo-2-formyl-pyridine). Isolated yield 76.8%. As a reaction SMILES: Br[C:2]1[CH:7]=[CH:6][CH:5]=[C:4]([Br:8])[N:3]=1.C([Li])CCC.CN(C)[CH:16]=[O:17].Cl>CCOCC.CCCCCC>[Br:8][C:4]1[N:3]=[C:2]([CH:16]=[O:17])[CH:7]=[CH:6][CH:5]=1. Reported procedure: 2,6-Dibromopyridine (25 g, 0.105 mol) is suspended in 200 ml of ether. The solution is cooled to -78° C. and n-butyllithium (65.6 ml, 1.6M, 0.105 mol) in hexane is added slowly dropwise over a 1.5 hour period. After 5 minutes, dimethylformamide (8.4 g, 0.115 mol) in 13 ml of ether is added slowly dropwise over one hour. The reaction is allowed to stir at -78° C. for 1.5 hours. The mixture is warmed to -25° C. and 40 ml of 6N hydrochloric acid is added. The mixture is allowed to warm to room temp... The reactants are C[Li] (Methyllithium), O (water), solution, BrC=1C=CC2=C(C(C3=C(C=C2N2CCN(CC2)C)C=CC=C3)=O)C1 (3-bromo-11-(4-methylpiperazinyl)-5H-dibenzo[a,d]cyclohepten-5-one). Solvent: CCOCC (ether), CCOCC (ether), O1CCCC1 (tetrahydrofuran). Conditions: time 3 hour. The product is BrC=1C=CC2=C(C(C3=C(C=C2N2CCN(CC2)C)C=CC=C3)(O)C)C1 (3-bromo-5-methyl-11-(4-methylpiperazinyl)-5H-dibenzo[a,d]cyclohepten-5-ol). RXN SMILES: [CH3:1][Li].[Br:3][C:4]1[CH:5]=[CH:6][C:7]2[C:13]([N:14]3[CH2:19][CH2:18][N:17]([CH3:20])[CH2:16][CH2:15]3)=[CH:12][C:11]3[CH:21]=[CH:22][CH:23]=[CH:24][C:10]=3[C:9](=[O:25])[C:8]=2[CH:26]=1.O>CCOCC.O1CCCC1>[Br:3][C:4]1[CH:5]=[CH:6][C:7]2[C:13]([N:14]3[CH2:15][CH2:16][N:17]([CH3:20])[CH2:18][CH2:19]3)=[CH:12][C:11]3[CH:21]=[CH:22][CH:23]=[CH:24][C:10]=3[C:9]([CH3:1])([OH:25])[C:8]=2[CH:26]=1. Procedure details: Methyllithium, 35 ml. of a 1.6 M solution in ether, was added dropwise to a stirred solution of the product from Step C (18 g., 0.047 mole) in ether (200 ml) and tetrahydrofuran (60 ml) cooled in an ice bath and under nitrogen. Stirring was continued at room temperature for 3 hours. The mixture was cooled in ice and hydrolyzed by the dropwise addition of water. After dilution with ether and water, the layers were separated and the aqueous phase was re-extracted with ether. The combined ether ext... Starting materials: CCOC(=O)C(=O)OCC, CCO, [Na], O=C1CCCCC1. Product: CCOC(=O)C(=O)C1CCCCC1=O. Reaction SMILES: [C:2]([C:3]([O:5][CH2:4][CH3:6])=[O:7])(=[O:8])[O:9][CH2:10][CH3:11].[CH3:19][CH2:20][OH:21].[Na:1].[O:12]=[C:13]1[CH2:14][CH2:15][CH2:16][CH2:17][CH2:18]1>>[C:2]([C:3](=[O:5])[CH:14]1[C:13](=[O:12])[CH2:18][CH2:17][CH2:16][CH2:15]1)(=[O:8])[O:9][CH2:10][CH3:11]. The reactants are Brc1csc(Br)n1, CCO, [Na+], [OH-], O, Sc1ccccc1, C[Sn](C)(C)c1csc(-c2cccs2)n1. Yields the product Brc1csc(-c2cccs2)n1. Reaction SMILES: [Br:15][c:16]1[s:17][cH:18][c:19]([Br:20])[n:21]1.[CH3:31][CH2:32][OH:33].[Na+:30].[OH-:29].[OH2:34].[SH:22][c:23]1[cH:24][cH:25][cH:26][cH:27][cH:28]1.[s:1]1[c:2](-[c:6]2[s:7][cH:8][c:9]([Sn:11]([CH3:12])([CH3:13])[CH3:14])[n:10]2)[cH:3][cH:4][cH:5]1>>[s:1]1[c:2](-[c:6]2[s:7][cH:8][c:9]([Br:15])[n:10]2)[cH:3][cH:4][cH:5]1.